From a dataset of the Open Reaction Database (ORD), a public repository of structured organic reaction records. describe an organic reaction: reactants, conditions, products, and yield The reactants are Cn1ccc2cc(-n3c(-c4ccc(CCO)cc4OCc4ccccc4)n[nH]c3=O)ccc21, CCOC(C)=O, [H][H], [Pd]. Product: Cn1ccc2cc(-n3c(-c4ccc(CCO)cc4O)n[nH]c3=O)ccc21. Reaction SMILES: [CH2:1]([c:2]1[cH:3][cH:4][cH:5][cH:6][cH:7]1)[O:8][c:9]1[c:10](-[c:18]2[n:19][nH:20][c:21](=[O:33])[n:22]2-[c:23]2[cH:24][c:25]3[cH:26][cH:27][n:28]([CH3:32])[c:29]3[cH:30][cH:31]2)[cH:11][cH:12][c:13]([CH2:15][CH2:16][OH:17])[cH:14]1.[CH3:36][CH2:37][O:38][C:39]([CH3:40])=[O:41].[H:34][H:35].[Pd:42]>>[OH:8][c:9]1[c:10](-[c:18]2[n:19][nH:20][c:21](=[O:33])[n:22]2-[c:23]2[cH:24][c:25]3[cH:26][cH:27][n:28]([CH3:32])[c:29]3[cH:30][cH:31]2)[cH:11][cH:12][c:13]([CH2:15][CH2:16][OH:17])[cH:14]1. Reactants: COc1cc(CC(=O)NCCOc2ccc(C)c(C)c2)ccc1OCCN=[N+]=[N-], CO. Product: COc1cc(CC(=O)NCCOc2ccc(C)c(C)c2)ccc1OCCN. RXN SMILES: [CH3:1][c:2]1[cH:3][c:4]([O:5][CH2:6][CH2:7][NH:8][C:9]([CH2:10][c:11]2[cH:12][c:13]([O:23][CH3:24])[c:14]([O:17][CH2:18][CH2:19][N:20]=[N+:21]=[N-:22])[cH:15][cH:16]2)=[O:25])[cH:26][cH:27][c:28]1[CH3:29].[CH3:30][OH:31]>>[CH3:1][c:2]1[cH:3][c:4]([O:5][CH2:6][CH2:7][NH:8][C:9]([CH2:10][c:11]2[cH:12][c:13]([O:23][CH3:24])[c:14]([O:17][CH2:18][CH2:19][NH2:20])[cH:15][cH:16]2)=[O:25])[cH:26][cH:27][c:28]1[CH3:29]. Yields the product BrC1=CC(=C(C=C1)C(CC(=O)C=1C=CC(NC1)=O)C1CCCC1)F (5-[3-(4-Bromo-2-fluoro-phenyl)-3-cyclopentyl-propionyl]-1H-pyridin-2-one). The solvent is O1CCOCC1 (1,4-dioxane). The reactants are BrC1=CC(=C(C=C1)C(CC(=O)C=1C=NC(=CC1)OC)C1CCCC1)F (3-(4-bromo-2-fluoro-phenyl)-3-cyclopentyl-1-(6-methoxy-pyridin-3-yl)-propan-1-one), Cl (HCl). Reaction SMILES: [Br:1][C:2]1[CH:7]=[CH:6][C:5]([CH:8]([CH:20]2[CH2:24][CH2:23][CH2:22][CH2:21]2)[CH2:9][C:10]([C:12]2[CH:13]=[N:14][C:15]([O:18]C)=[CH:16][CH:17]=2)=[O:11])=[C:4]([F:25])[CH:3]=1.Cl>O1CCOCC1>[Br:1][C:2]1[CH:7]=[CH:6][C:5]([CH:8]([CH:20]2[CH2:24][CH2:23][CH2:22][CH2:21]2)[CH2:9][C:10]([C:12]2[CH:17]=[CH:16][C:15](=[O:18])[NH:14][CH:13]=2)=[O:11])=[C:4]([F:25])[CH:3]=1. Procedure: In analogy to example 162, step 2, 3-(4-bromo-2-fluoro-phenyl)-3-cyclopentyl-1-(6-methoxy-pyridin-3-yl)-propan-1-one was reacted with concentrated aqueous HCl in 1,4-dioxane to give the title compound as a light yellow foam, MS (ESI+): m/z=392.2 [M+H]+. Starting materials: CP(OC)(OC)=O (dimethyl methylphosphonate), CC(C(=O)Cl)(CC1=CC=CC=C1)C (2,2-dimethyl-3-phenylpropionyl chloride), product, O1CCCC1 (tetrahydrofuran), C(CCC)[Li] (n-butyllithium), O1CCCC1 (tetrahydrofuran). Solvent: C(C)(=O)O (Acetic acid), CCCCCC (hexane). The product is CC(C(CP(OC)(OC)=O)=O)(CC1=CC=CC=C1)C (Dimethyl 3,3-dimethyl-2-oxo-4-phenylbutylphosphonate). Reaction SMILES: [CH3:1][P:2](=[O:7])([O:5][CH3:6])[O:3][CH3:4].O1CCCC1.C([Li])CCC.[CH3:18][C:19]([CH3:30])([CH2:23][C:24]1[CH:29]=[CH:28][CH:27]=[CH:26][CH:25]=1)[C:20](Cl)=[O:21]>CCCCCC.C(O)(=O)C>[CH3:18][C:19]([CH3:30])([CH2:23][C:24]1[CH:29]=[CH:28][CH:27]=[CH:26][CH:25]=1)[C:20](=[O:21])[CH2:1][P:2](=[O:7])([O:5][CH3:6])[O:3][CH3:4]. Procedure details: To a solution of 63 g. of dimethyl methylphosphonate in 600 ml. of tetrahydrofuran under nitrogen atmosphere at -75° C. is added with stirring 312 ml. of 1.6 M n-butyllithium in hexane. The condition is regulated so as to maintain a reaction temperature below -55° C. Ten minutes after the addition, 48.2 g. of the reaction product of step B above (2,2-dimethyl-3-phenylpropionyl chloride) in 15 ml. of tetrahydrofuran is added dropswise. The dropwise addition is regulated so as to maintain a reacti...